This data is from the Open Reaction Database (ORD), a public repository of structured organic reaction records. The task is: describe an organic reaction: reactants, conditions, products, and yield Reactants: C1(CC1)CN(C1=CC(=C(C#N)C=C1)C(F)(F)F)CCCO (4-[(cyclopropylmethyl)(3-hydroxypropyl)amino]-2-(trifluoromethyl)benzonitrile), C(C)(=O)NC1=CC=C(C=C1)O (4-acetamidophenol). Yields the product C(#N)C1=C(C=C(C=C1)N(CCCOC1=CC=C(C=C1)NC(C)=O)CC1CC1)C(F)(F)F (N-[4-({3-[[4-Cyano-3-(trifluoromethyl)phenyl](cyclopropylmethyl)amino]propyl}oxy)phenyl]acetamide). As a reaction SMILES: [CH:1]1([CH2:4][N:5]([CH2:18][CH2:19][CH2:20][OH:21])[C:6]2[CH:13]=[CH:12][C:9]([C:10]#[N:11])=[C:8]([C:14]([F:17])([F:16])[F:15])[CH:7]=2)[CH2:3][CH2:2]1.[C:22]([NH:25][C:26]1[CH:31]=[CH:30][C:29](O)=[CH:28][CH:27]=1)(=[O:24])[CH3:23]>>[C:10]([C:9]1[CH:12]=[CH:13][C:6]([N:5]([CH2:4][CH:1]2[CH2:2][CH2:3]2)[CH2:18][CH2:19][CH2:20][O:21][C:29]2[CH:30]=[CH:31][C:26]([NH:25][C:22](=[O:24])[CH3:23])=[CH:27][CH:28]=2)=[CH:7][C:8]=1[C:14]([F:16])([F:17])[F:15])#[N:11]. Procedure: Synthesized as described in Example 1C from 4-[(cyclopropylmethyl)(3-hydroxypropyl)amino]-2-(trifluoromethyl)benzonitrile and 4-acetamidophenol: MS (APCI) m/z 432 (M+1). The reactants are C(C1=CC=CC=C1)=O (benzaldehyde), ClC1C(C(C1(C)C)(C)C)=O (2-chloro-3,3,4,4-tetramethylcyclobutanone), [C-]#N.[Na+] (sodium cyanide), solvent. The solvent is O (water). Run at temperature 23 celsius. Product: CC1(C(C1(C)C)C(=O)OC(C1=CC=CC=C1)C#N)C (alpha-cyanobenzyl 2,2,3,3-tetramethylcyclopropanecarboxylate). RXN SMILES: [CH:1](=[O:8])[C:2]1[CH:7]=[CH:6][CH:5]=[CH:4][CH:3]=1.Cl[CH:10]1[C:13]([CH3:15])([CH3:14])[C:12]([CH3:17])([CH3:16])[C:11]1=[O:18].[C-:19]#[N:20].[Na+]>O>[CH3:17][C:12]1([CH3:16])[C:13]([CH3:14])([CH3:15])[CH:10]1[C:11]([O:8][CH:1]([C:19]#[N:20])[C:2]1[CH:7]=[CH:6][CH:5]=[CH:4][CH:3]=1)=[O:18] |f:2.3|. Reported procedure: A 50ml round-buttomed flask provided with a magnetic stirrer was charged with 10 mmol of benzaldehyde, 10 mmol of 2-chloro-3,3,4,4-tetramethylcyclobutanone, 12 mmol of sodium cyanide, 20 ml of a solvent and 1 ml of water. The reaction mixture was stirred vigorously at a temperature of 23° C. Two experiments ware carried out in this manner. Table II states the solvents used and presents the yields of the alpha-cyanobenzyl 2,2,3,3-tetramethylcyclopropanecarboxylate formed. Starting materials: CCC(O)(CC)CCc1ccc(C(CC)(CC)c2ccc(-c3cncc(CC(=O)OC)c3)c(C)c2)cc1C, CO, Cl, [Na+], [OH-]. Product: CCC(O)(CC)CCc1ccc(C(CC)(CC)c2ccc(-c3cncc(CC(=O)O)c3)c(C)c2)cc1C. Reaction SMILES: [CH3:3][O:4][C:5]([CH2:6][c:7]1[cH:8][n:9][cH:10][c:11](-[c:13]2[c:14]([CH3:39])[cH:15][c:16]([C:19]([CH2:20][CH3:21])([c:22]3[cH:23][c:24]([CH3:36])[c:25]([CH2:28][CH2:29][C:30]([CH2:31][CH3:32])([OH:33])[CH2:34][CH3:35])[cH:26][cH:27]3)[CH2:37][CH3:38])[cH:17][cH:18]2)[cH:12]1)=[O:40].[CH3:42][OH:43].[ClH:41].[Na+:2].[OH-:1]>>[O:4]=[C:5]([CH2:6][c:7]1[cH:8][n:9][cH:10][c:11](-[c:13]2[c:14]([CH3:39])[cH:15][c:16]([C:19]([CH2:20][CH3:21])([c:22]3[cH:23][c:24]([CH3:36])[c:25]([CH2:28][CH2:29][C:30]([CH2:31][CH3:32])([OH:33])[CH2:34][CH3:35])[cH:26][cH:27]3)[CH2:37][CH3:38])[cH:17][cH:18]2)[cH:12]1)[OH:40]. Reactants: C(C)NCC (diethylamine), N1(C=NC=C1)C1=CC=C(C=C1)N(C(=O)C1C(CCCC1)C(=O)Cl)CCC (2-[[[4-(1H-imidazol-1-yl)phenyl](propyl)amino]-carbonyl]cyclohexanecarbonyl chloride). Yields the product C(C)N(C(=O)C1C(CCCC1)C(=O)N(CCC)C1=CC=C(C=C1)N1C=NC=C1)CC (N,N-Diethyl-N'-[4-(1H-imidazol-1-yl)phenyl]-N'-propyl-1,2-cyclohexanedicarboxamide). As a reaction SMILES: [CH2:1]([NH:3][CH2:4][CH3:5])[CH3:2].[N:6]1([C:11]2[CH:16]=[CH:15][C:14]([N:17]([CH2:29][CH2:30][CH3:31])[C:18]([CH:20]3[CH2:25][CH2:24][CH2:23][CH2:22][CH:21]3[C:26](Cl)=[O:27])=[O:19])=[CH:13][CH:12]=2)[CH:10]=[CH:9][N:8]=[CH:7]1>>[CH2:1]([N:3]([CH2:4][CH3:5])[C:26]([CH:21]1[CH2:22][CH2:23][CH2:24][CH2:25][CH:20]1[C:18]([N:17]([C:14]1[CH:15]=[CH:16][C:11]([N:6]2[CH:10]=[CH:9][N:8]=[CH:7]2)=[CH:12][CH:13]=1)[CH2:29][CH2:30][CH3:31])=[O:19])=[O:27])[CH3:2]. Procedure details: In a manner similar to Preparation 16, react diethylamine with 2-[[[4-(1H-imidazol-1-yl)phenyl](propyl)amino]-carbonyl]cyclohexanecarbonyl chloride to obtain the title compound. Starting materials: [OH-].[Na+] (sodium hydroxide), C(CCC)OC1=C(C=CC(=C1)/C=C(/C(=O)OCC)\C)C1=CC(=CC=C1)N(C(=O)NCCCCCCC)C (ethyl (E)-3-[2-butoxy-3′-(1-methyl-3-heptylureido)biphenyl-4-yl]-2-methylacrylate). Run in C(C)O (ethanol), O1CCCC1 (tetrahydrofuran). Reaction conditions: temperature 50 celsius. The product is C(CCC)OC1=C(C=CC(=C1)/C=C(/C(=O)O)\C)C1=CC(=CC=C1)N(C(=O)NCCCCCCC)C ((E)-3-[2-butoxy-3′-(1-methyl-3-heptylureido)biphenyl-4-yl]-2-methylacrylic acid). Yield: 73.2%. Reaction SMILES: [OH-].[Na+].[CH2:3]([O:7][C:8]1[CH:13]=[C:12](/[CH:14]=[C:15](\[CH3:21])/[C:16]([O:18]CC)=[O:17])[CH:11]=[CH:10][C:9]=1[C:22]1[CH:27]=[CH:26][CH:25]=[C:24]([N:28]([CH3:39])[C:29]([NH:31][CH2:32][CH2:33][CH2:34][CH2:35][CH2:36][CH2:37][CH3:38])=[O:30])[CH:23]=1)[CH2:4][CH2:5][CH3:6]>C(O)C.O1CCCC1>[CH2:3]([O:7][C:8]1[CH:13]=[C:12](/[CH:14]=[C:15](\[CH3:21])/[C:16]([OH:18])=[O:17])[CH:11]=[CH:10][C:9]=1[C:22]1[CH:27]=[CH:26][CH:25]=[C:24]([N:28]([CH3:39])[C:29]([NH:31][CH2:32][CH2:33][CH2:34][CH2:35][CH2:36][CH2:37][CH3:38])=[O:30])[CH:23]=1)[CH2:4][CH2:5][CH3:6] |f:0.1|. Reported procedure: 40 mg (1.1 mmol) of sodium hydroxide are added to a solution of 552 mg (1.1 mmol) of ethyl (E)-3-[2-butoxy-3′-(1-methyl-3-heptylureido)biphenyl-4-yl]-2-methylacrylate in 1 mL of ethanol and 10 mL of tetrahydrofuran. The reaction mixture is heated at 50° C. for 24 hours. The reaction medium is evaporated to dryness, taken up in water and acidified with aqueous 2 N hydrochloric acid solution and extracted with ethyl acetate. The organic phases are combined, washed with water and dried over magnesi... The reactants are O=C1c2ccccc2C(=O)N1CCBr, Oc1cnc(F)cc1I, [K+], [K+], O=C([O-])[O-], CN(C)C=O, O. Yields the product O=C1c2ccccc2C(=O)N1CCOc1cnc(F)cc1I. RXN SMILES: [Br:16][CH2:17][CH2:18][N:19]1[C:20](=[O:29])[c:21]2[cH:22][cH:23][cH:24][cH:25][c:26]2[C:27]1=[O:28].[F:1][c:2]1[cH:3][c:4]([I:9])[c:5]([OH:8])[cH:6][n:7]1.[K+:10].[K+:11].[O-:12][C:13]([O-:14])=[O:15].[O:31]=[CH:32][N:33]([CH3:34])[CH3:35].[OH2:30]>>[F:1][c:2]1[cH:3][c:4]([I:9])[c:5]([O:8][CH2:17][CH2:18][N:19]2[C:20](=[O:29])[c:21]3[cH:22][cH:23][cH:24][cH:25][c:26]3[C:27]2=[O:28])[cH:6][n:7]1. The reactants are FC1=C(CN2C(=CC=3C2=CN=C(C3)C(=O)O)C(=O)OCC)C=CC(=C1)F (1-(2,4-difluorobenzyl)-(2-ethoxycarbonyl)-1H-pyrrolo[2,3-c]pyridine-5-carboxylic acid), C(C1=CC=CC=C1)ONC(=O)C1=CC2=C(C=N1)N(C=N2)CC2=CC=C(C=C2)F (N-Benzyloxy-3-(4-fluorobenzyl)-3H-imidazo[4,5-c]pyridine-6-carboxamide). Yields the product FC1=C(CN2C(=CC=3C2=CN=C(C3)C(NO)=O)C(=O)OCC)C=CC(=C1)F (Ethyl 1-(2,4-Difluorobenzyl)-5-hydroxycarbamoyl-1H-pyrrolo[2,3-c]pyridine-2-carboxylate). As a reaction SMILES: C([O:8][NH:9]C(C1N=CC2N(CC3C=CC(F)=CC=3)C=NC=2C=1)=O)C1C=CC=CC=1.[F:29][C:30]1[CH:53]=[C:52]([F:54])[CH:51]=[CH:50][C:31]=1[CH2:32][N:33]1[C:37]2=[CH:38][N:39]=[C:40]([C:42]([OH:44])=O)[CH:41]=[C:36]2[CH:35]=[C:34]1[C:45]([O:47][CH2:48][CH3:49])=[O:46]>>[F:29][C:30]1[CH:53]=[C:52]([F:54])[CH:51]=[CH:50][C:31]=1[CH2:32][N:33]1[C:37]2=[CH:38][N:39]=[C:40]([C:42](=[O:44])[NH:9][OH:8])[CH:41]=[C:36]2[CH:35]=[C:34]1[C:45]([O:47][CH2:48][CH3:49])=[O:46]. Reported procedure: Ethyl 1-(2,4-difluorobenzyl)-5-formyl-1H-pyrrolo[2,3-c]pyridine-2-carboxyl ate. The title compound can be prepared by alkylation of ethyl 5-formyl-1H-pyrrolo[2,3-c]pyridine-2-carboxylate (prepared according to J.-F. Rousseau, R. H. Dodd, X. Doisy, P. Potier, Heterocycles 1989, 28, 1101-1113) and 2,4-difluorobenzyl bromide in a manner similar to step (a) in Example 1. (b) 1-(2,4-Difluorobenzyl)-(2-ethoxycarbonyl)-1H-pyrrolo[2,3-c]pyridine-5-carboxylic acid. The title compound can be prepared by o... Reactants: CN(C)C=O, CC12CCC3C(CCC4=CC(=O)C(I)CC43C)C1CCC2=O, [Li+], [Li+], O=C([O-])[O-], O. Yields the product CC12C=CC(=O)C=C1CCC1C2CCC2(C)C(=O)CCC12. As a reaction SMILES: [CH3:30][N:31]([CH3:32])[CH:33]=[O:34].[I:1][CH:2]1[C:3](=[O:22])[CH:4]=[C:5]2[CH2:6][CH2:7][CH:8]3[CH:9]4[CH2:10][CH2:11][C:12](=[O:21])[C:13]4([CH3:14])[CH2:15][CH2:16][CH:17]3[C:18]2([CH3:20])[CH2:19]1.[Li+:23].[Li+:24].[O-:25][C:26](=[O:27])[O-:28].[OH2:29]>>[CH:2]1=[CH:19][C:18]2([CH3:20])[C:5](=[CH:4][C:3]1=[O:22])[CH2:6][CH2:7][CH:8]1[CH:9]3[CH2:10][CH2:11][C:12](=[O:21])[C:13]3([CH3:14])[CH2:15][CH2:16][CH:17]12. Reactants: [NH4+].[Cl-] (NH4Cl), CS(=O)(=O)N1[C@@H](C[C@H](C1)SCC1=CC=C(C=C1)OC)COS(=O)(=O)C ((2S,4R)-methanesulfonic acid 1-methanesulfonyl-4-(4-methoxy-benzylsulfanyl)-pyrrolidin-2-ylmethyl ester), [Na+].[I-] (NaI), [H-].[Na+] (NaH). Run in CN(C)C=O (DMF), CCOC(=O)C (EtOAc). The product is C(C1=CC=CC=C1)SC[C@H]1N(C[C@@H](C1)SCC1=CC=C(C=C1)OC)S(=O)(=O)C ((2S,4R)-2-benzylsulfanylmethyl-1-methanesulfonyl-4-(4-methoxy-benzylsulfanyl)-pyrrolidine). Yield: 98.9%. RXN SMILES: [CH3:1][S:2]([N:5]1[CH2:9][C@H:8]([S:10][CH2:11][C:12]2[CH:17]=[CH:16][C:15]([O:18][CH3:19])=[CH:14][CH:13]=2)[CH2:7][C@H:6]1[CH2:20]OS(C)(=O)=O)(=[O:4])=[O:3].[Na+].[I-].[H-].[Na+].[NH4+].[Cl-]>CN(C=O)C.CCOC(C)=O>[CH2:11]([S:10][CH2:20][C@@H:6]1[CH2:7][C@@H:8]([S:10][CH2:11][C:12]2[CH:13]=[CH:14][C:15]([O:18][CH3:19])=[CH:16][CH:17]=2)[CH2:9][N:5]1[S:2]([CH3:1])(=[O:3])=[O:4])[C:12]1[CH:17]=[CH:16][CH:15]=[CH:14][CH:13]=1 |f:1.2,3.4,5.6|. Procedure details: A slurry of 300 mg (0.73 mmol) (2S,4R)-methanesulfonic acid 1-methanesulfonyl-4-(4-methoxy-benzylsulfanyl)-pyrrolidin-2-ylmethyl ester and 109 mg (0.73 mmol) of NaI in 3 ml DMF at 0° C. was treated with 0.35 ml (2.93 mmol) benzylmercaptane and 96 mg (2.2 mmol) 55% NaH. The reaction was warmed up during 2 h to room temperature and worked up with aqueous saturated NH4Cl solution/EtOAc (3×). The organic phase was dried over Na2SO4, evaporated and purified by crystallization (Et2O) to give 158 mg (4... Reactants: C(C)(=O)NCCC1=CC=C(C=C1)C(CCCCC(=O)O)C=1C=NC=CC1 (6-(4-(2-acetylaminoethyl)phenyl)-6-(3-pyridyl)hexanoic acid), Cl (hydrochloric acid). The solvent is half. The product is NCCC1=CC=C(C=C1)C(CCCCC(=O)O)C=1C=NC=CC1 (6-(4-(2-Aminoethyl)phenyl)-6-(3-pyridyl)hexanoic acid). RXN SMILES: C([NH:4][CH2:5][CH2:6][C:7]1[CH:12]=[CH:11][C:10]([CH:13]([C:21]2[CH:22]=[N:23][CH:24]=[CH:25][CH:26]=2)[CH2:14][CH2:15][CH2:16][CH2:17][C:18]([OH:20])=[O:19])=[CH:9][CH:8]=1)(=O)C.Cl>>[NH2:4][CH2:5][CH2:6][C:7]1[CH:8]=[CH:9][C:10]([CH:13]([C:21]2[CH:22]=[N:23][CH:24]=[CH:25][CH:26]=2)[CH2:14][CH2:15][CH2:16][CH2:17][C:18]([OH:20])=[O:19])=[CH:11][CH:12]=1. Reported procedure: 4.0 g of 6-(4-(2-acetylaminoethyl)phenyl)-6-(3-pyridyl)hexanoic acid are refluxed for 18 hours with 50 ml of half concentrated hydrochloric acid. The mixture is then rotary evaporated and the residue is purified by chromatography over a column of silica gel using methanol.